This data is from the Open Reaction Database (ORD), a public repository of structured organic reaction records. The task is: describe an organic reaction: reactants, conditions, products, and yield Reactants: C(C)(C)(C)OC(=O)N[C@H](C(=O)OC)CC1CCC(CC1)O ((S)-methyl 2-(tert-butoxycarbonylamino)-3-(4-hydroxycyclohexyl)propanoate), C(C(=O)Cl)(=O)Cl (oxalyl dichloride), CS(=O)C (DMSO), C(=O)(O)[O-].[Na+] (NaHCO3). The solvent is C(Cl)Cl (CH2Cl2), CCN(CC)CC (Et3N), C(Cl)Cl (CH2Cl2), C(Cl)Cl (CH2Cl2). Conditions: temperature -40 celsius, time 5 hour. Yields the product C(C)(C)(C)OC(=O)N[C@H](C(=O)OC)CC1CCC(CC1)=O ((S)-methyl 2-(tert-butoxycarbonylamino)-3-(4-oxocyclohexyl)propanoate). The yield is 67.0%. Reaction SMILES: C(Cl)(=O)C(Cl)=O.CS(C)=O.[C:11]([O:15][C:16]([NH:18][C@@H:19]([CH2:24][CH:25]1[CH2:30][CH2:29][CH:28]([OH:31])[CH2:27][CH2:26]1)[C:20]([O:22][CH3:23])=[O:21])=[O:17])([CH3:14])([CH3:13])[CH3:12].C([O-])(O)=O.[Na+]>C(Cl)Cl.CCN(CC)CC>[C:11]([O:15][C:16]([NH:18][C@@H:19]([CH2:24][CH:25]1[CH2:30][CH2:29][C:28](=[O:31])[CH2:27][CH2:26]1)[C:20]([O:22][CH3:23])=[O:21])=[O:17])([CH3:14])([CH3:12])[CH3:13] |f:3.4|. Reported procedure: To a solution of oxalyl dichloride (49.5 g, 0.39 mol) in dry CH2Cl2 (480 mL) was added dropwise a solution of dry DMSO (60.8 g, 0.78 mol) in dry CH2Cl2 (200 mL) at −65° C. for about 0.5-1 hr. Then a solution of (S)-methyl 2-(tert-butoxycarbonylamino)-3-(4-hydroxycyclohexyl)propanoate (59.5 g, 0.197 mol) in dry CH2Cl2 (600 mL) was added dropwise to the above mixture for about 0.5-1 hr. It was allowed to stir for 4-6 hr at −50-−30° C. Upon completion of the reaction, 158 mL of Et3N was added dropw...